From a dataset of the Open Reaction Database (ORD), a public repository of structured organic reaction records. describe an organic reaction: reactants, conditions, products, and yield The reactants are C1(CC1)[C@@H]1[C@H](C(=O)OC)O1 (methyl (2R,3R)-3-cyclopropyl-2,3-epoxypropionate), C(=O)OC (methyl formate), [N-]=[N+]=[N-].[Na+] (sodium azide). The solvent is CO.O (methanol water). Reaction conditions: temperature 50 celsius, time 8 hour. The product is C1(CC1)[C@@H]([C@H](C(=O)OC)O)N=[N+]=[N-] (methyl (2R,3S)-3-cyclopropyl-3-azido-2-hydroxypropionate). Yield: 69.3%. Reaction SMILES: [CH:1]1([C@H:4]2[O:10][C@H:5]2[C:6]([O:8][CH3:9])=[O:7])[CH2:3][CH2:2]1.C(OC)=O.[N-:15]=[N+:16]=[N-:17].[Na+]>CO.O>[CH:1]1([C@H:4]([N:15]=[N+:16]=[N-:17])[C@@H:5]([OH:10])[C:6]([O:8][CH3:9])=[O:7])[CH2:3][CH2:2]1 |f:2.3,4.5|. Procedure details: To a solution of 2.89 g of methyl (2R,3R)-3-cyclopropyl-2,3-epoxypropionate in 112.5 ml of methanol-water (8:1) are added 14 ml of methyl formate and 16.60 g of sodium azide. Then, the reaction mixture is stirred at 50° C. overnight. The reaction mixture is cooled to room temperature and evaporated to remove methanol. The residue is dissolved in ethyl acetate. The solution is washed with brine and dried. The solvent is removed in vacuo. The residue is purified by silica gel column chromatography... Reactants: O=C1O[C@@H]2C[C@@H](CN1C2)C(=O)OC(C2=CC=CC=C2)C2=CC=CC=C2 (diphenylmethyl trans-7-oxo-6-oxa-1-azabicyclo[3,2,1]octane-3-carboxylate). Reagents/catalysts: [Pd] (Pd/C). Run in CC(=O)C (acetone). Product: O=C1O[C@@H]2C[C@@H](CN1C2)C(=O)O (trans-7-oxo-6-oxa-1-azabicyclo[3,2,1]octane-3-carboxylic acid). RXN SMILES: [O:1]=[C:2]1[N:8]2[CH2:9][C@@H:4]([CH2:5][C@H:6]([C:10]([O:12]C(C3C=CC=CC=3)C3C=CC=CC=3)=[O:11])[CH2:7]2)[O:3]1>[Pd].CC(C)=O>[O:1]=[C:2]1[N:8]2[CH2:9][C@@H:4]([CH2:5][C@H:6]([C:10]([OH:12])=[O:11])[CH2:7]2)[O:3]1. Reported procedure: 320 mg of the compound obtained in Example 12a, 17 ml of acetone and 70 mg of Pd/C catalyst at 20% by weight are mixed together. Reactants: CSSC, Cc1cccc([N+](=O)[O-])c1N, [Cu], CC(C)(C)ON=O. Product: CSc1c(C)cccc1[N+](=O)[O-]. As a reaction SMILES: [CH3:19][S:20][S:21][CH3:22].[CH3:8][c:9]1[c:10]([NH2:11])[c:12]([N+:16](=[O:17])[O-:18])[cH:13][cH:14][cH:15]1.[Cu:23].[N:1]([O:2][C:3]([CH3:4])([CH3:5])[CH3:6])=[O:7]>>[CH3:8][c:9]1[c:10]([S:20][CH3:19])[c:12]([N+:16](=[O:17])[O-:18])[cH:13][cH:14][cH:15]1. Starting materials: C1(=CC=CC=C1)[Si]1(CCC(CC1)C1CCC(CC1)C(=O)O)CCC (4-(4-phenyl-4-n-propyl-4-silacyclohexyl)cyclohexanecarboxylic acid), C1(=CC=CC=C1)P(C1=CC=CC=C1)C1=CC=CC=C1 (triphenylphosphine), FC1=CC=C(C=C1)O (4-fluorophenol), Cl (hydrochloric acid). Reagents/catalysts: CN(C1=CC=NC=C1)C (4-dimethylaminopyridine). The solvent is C(Cl)(Cl)(Cl)Cl (carbon tetrachloride), N1=CC=CC=C1 (pyridine). Yields the product C1(=CC=CC=C1)[SiH]1CCC(CC1)(C1CCC(CC1)C(=O)OC1=CC=C(C=C1)F)CCC (4-fluorophenyl 4-(4-phenyl-n-propyl-4-silacyclohexyl)cyclohexanecarboxylate). Yield: 70.2%. Reaction SMILES: [C:1]1([Si:7]2(CCC)[CH2:12][CH2:11][CH:10]([CH:13]3[CH2:18][CH2:17][CH:16]([C:19]([OH:21])=[O:20])[CH2:15][CH2:14]3)[CH2:9][CH2:8]2)[CH:6]=[CH:5][CH:4]=[CH:3][CH:2]=1.[C:25]1(P(C2C=CC=CC=2)C2C=CC=CC=2)[CH:30]=CC=C[CH:26]=1.[F:44][C:45]1[CH:50]=[CH:49][C:48](O)=[CH:47][CH:46]=1.Cl>CN(C)C1C=CN=CC=1.N1C=CC=CC=1.C(Cl)(Cl)(Cl)Cl>[C:1]1([SiH:7]2[CH2:8][CH2:9][C:10]([CH2:26][CH2:25][CH3:30])([CH:13]3[CH2:14][CH2:15][CH:16]([C:19]([O:21][C:48]4[CH:49]=[CH:50][C:45]([F:44])=[CH:46][CH:47]=4)=[O:20])[CH2:17][CH2:18]3)[CH2:11][CH2:12]2)[CH:6]=[CH:5][CH:4]=[CH:3][CH:2]=1. Procedure: A mixture of 3.58 g of 4-(4-phenyl-4-n-propyl-4-silacyclohexyl)cyclohexanecarboxylic acid, 3.0 g of triphenylphosphine and 50 ml of carbon tetrachloride was agitated under reflux for 6 hours. Then, a mixture of 1.50 g of 4-fluorophenol and 10 ml of pyridine was added to the mixture, followed by further addition of 50 mg of 4-dimethylaminopyridine and agitation at room temperature for 18 hours. The resultant reaction mixture was poured into dilute hydrochloric acid, followed by extraction with et... As a reaction SMILES: [CH:34]1([NH2:37])[CH2:35][CH2:36]1.[Cl-:33].[Cl:1][c:2]1[c:3]([CH3:28])[cH:4][c:5]2[c:6]([cH:27]1)[NH:7][C:8](=[O:26])[CH2:9][C:10]([c:12]1[cH:13][c:14](-[c:18]3[cH:19][c:20]([CH2:24][OH:25])[n:21][cH:22][cH:23]3)[cH:15][cH:16][cH:17]1)=[N:11]2.[Cl:38][CH2:39][Cl:40].[O:41]=[CH:42][N:43]([CH3:44])[CH3:45].[S:29]([Cl:30])([Cl:31])=[O:32]>>[Cl:1][c:2]1[c:3]([CH3:28])[cH:4][c:5]2[c:6]([cH:27]1)[NH:7][C:8](=[O:26])[CH2:9][C:10]([c:12]1[cH:13][c:14](-[c:18]3[cH:19][c:20]([CH2:24][NH:37][CH:34]4[CH2:35][CH2:36]4)[n:21][cH:22][cH:23]3)[cH:15][cH:16][cH:17]1)=[N:11]2. The reactants are NC1CC1, [Cl-], Cc1cc2c(cc1Cl)NC(=O)CC(c1cccc(-c3ccnc(CO)c3)c1)=N2, ClCCl, CN(C)C=O, O=S(Cl)Cl. The product is Cc1cc2c(cc1Cl)NC(=O)CC(c1cccc(-c3ccnc(CNC4CC4)c3)c1)=N2. Reactants: BrC=1C=C(C(=O)NC(CC(=O)OC)C(C)=O)C=CC1C (methyl 3-[(3-bromo-4-methylbenzoyl)amino]-4-oxopentanoate), OS(=O)(=O)O (H2SO4). Solvent: C(C)(=O)OC(C)=O (acetic anhydride). Run at time 1 hour. Product: BrC=1C=C(C=CC1C)C=1OC(=C(N1)CC(=O)OC)C (methyl [2-(3-bromo-4-methylphenyl)-5-methyl-1,3-oxazol-4-yl]acetate). As a reaction SMILES: [Br:1][C:2]1[CH:3]=[C:4]([CH:17]=[CH:18][C:19]=1[CH3:20])[C:5]([NH:7][CH:8]([C:14](=[O:16])[CH3:15])[CH2:9][C:10]([O:12][CH3:13])=[O:11])=O.OS(O)(=O)=O>C(OC(=O)C)(=O)C>[Br:1][C:2]1[CH:3]=[C:4]([C:5]2[O:16][C:14]([CH3:15])=[C:8]([CH2:9][C:10]([O:12][CH3:13])=[O:11])[N:7]=2)[CH:17]=[CH:18][C:19]=1[CH3:20]. Procedure details: The total crude material prepared in Example 80 was dissolved in acetic anhydride (25 mL) followed by slow addition of conc. H2SO4 (1 mL). The pot temperature reached 90° C. The reaction was then held at 90° C. for 1 h, cooled, and the acetic anhydride removed in vacuo. The residue was poured into ice water (250 mL) and extracted with EtOAc (300 mL total). The organic layer was then extracted with 1 N HCl (100 mL), saturated NaHCO3 (100 mL) and brine, separated, then dried with NaSO4 and concent...